describe an organic reaction: reactants, conditions, products, and yield From a dataset of the Open Reaction Database (ORD), a public repository of structured organic reaction records. Reactants: C(C1=CC=CC=C1)N1N=CC(=C(C1=O)Cl)Cl (2-benzyl-4,5-dichloro-3(2H)-pyridazinone), [OH-].[K+] (potassium hydroxide), C(C)O (ethanol). Run in O (water). Product: C(C1=CC=CC=C1)N1N=CC(=C(C1=O)Cl)O (2-benzyl-4-chloro-5-hydroxy-3(2H)-pyridazinone). Reaction SMILES: [CH2:1]([N:8]1[C:13](=[O:14])[C:12]([Cl:15])=[C:11](Cl)[CH:10]=[N:9]1)[C:2]1[CH:7]=[CH:6][CH:5]=[CH:4][CH:3]=1.[OH-].[K+].C([OH:21])C>O>[CH2:1]([N:8]1[C:13](=[O:14])[C:12]([Cl:15])=[C:11]([OH:21])[CH:10]=[N:9]1)[C:2]1[CH:7]=[CH:6][CH:5]=[CH:4][CH:3]=1 |f:1.2|. Reported procedure: To the mixture of 60 g of 2-benzyl-4,5-dichloro-3(2H)-pyridazinone and 38.8 g of potassium hydroxide was added 250 ml of ethanol and 150 ml of water and heated in an oil bath to the refluxing temperature for 10 hours. After reaction the solvent was distilled off under reduced pressure, and to the residual solution was added 200 ml of water and washed twice with chloroform, the water layer was acidified with concentrated hydrochloric acid. The white solid thus separated was filtered off, washed w... Reactants: C(C)(C)(C)OC(=O)NC(=NC1=C(C=CC(=C1)C1=NC=CC(=C1)OC)Cl)NC(=O)OC(C)(C)C (N,N′-bis(tert-butoxycarbonyl)-N″-(2-chloro-5-(4-methoxypyridin-2-yl)phenyl)guanidine), Cl (hydrogen chloride). Solvent: ClCCl (dichloromethane), O1CCOCC1 (1,4-dioxane). Conditions: time 24 hour. Yields the product Cl.Cl.ClC1=C(C=C(C=C1)C1=NC=CC(=C1)OC)NC(=N)N ((2-chloro-5-(4-methoxypyridin-2-yl)phenyl)guanidine dihydrochloride). RXN SMILES: C(OC([NH:8][C:9]([NH:26]C(OC(C)(C)C)=O)=[N:10][C:11]1[CH:16]=[C:15]([C:17]2[CH:22]=[C:21]([O:23][CH3:24])[CH:20]=[CH:19][N:18]=2)[CH:14]=[CH:13][C:12]=1[Cl:25])=O)(C)(C)C.[ClH:34]>ClCCl.O1CCOCC1>[ClH:25].[ClH:34].[Cl:25][C:12]1[CH:13]=[CH:14][C:15]([C:17]2[CH:22]=[C:21]([O:23][CH3:24])[CH:20]=[CH:19][N:18]=2)=[CH:16][C:11]=1[NH:10][C:9]([NH2:26])=[NH:8] |f:4.5.6|. Procedure details: To a solution of N,N′-bis(tert-butoxycarbonyl)-N″-(2-chloro-5-(4-methoxypyridin-2-yl)phenyl)guanidine (133 mg) in dichloromethane (1 ml) was added a solution of hydrogen chloride in 1,4-dioxane (4N, 3 ml), and the mixture was stirred at room temperature for 24 hours. The solvent was evaporated under reduced pressure. To the residue was added 5% ethanol in ethyl acetate (100 ml), and the resultant precipitate was collected by filtration and dried under reduced pressure to give (2-chloro-5-(4-meth... Starting materials: C(C)(C)(C)OC(=O)N(C1=C(SC(=C1)C1=CC=C(C=C1)Cl)C(=O)OC)C(=O)OC(C)(C)C (methyl 3-(bis(tert-butoxycarbonyl)amino)-5-(4-chlorophenyl)thiophene-2-carboxylate), [OH-].[Na+] (NaOH). The solvent is C1CCOC1.CO (THF MeOH). Conditions: temperature 65 celsius, time 1 hour. Yields the product C(C)(C)(C)OC(=O)N(C1=C(SC(=C1)C1=CC=C(C=C1)Cl)C(=O)O)C(=O)OC(C)(C)C (3-(Bis(tert-butoxycarbonyl)amino)-5-(4-chlorophenyl)thiophene-2-carboxylic acid). The yield is 66.0%. As a reaction SMILES: [C:1]([O:5][C:6]([N:8]([C:25]([O:27][C:28]([CH3:31])([CH3:30])[CH3:29])=[O:26])[C:9]1[CH:13]=[C:12]([C:14]2[CH:19]=[CH:18][C:17]([Cl:20])=[CH:16][CH:15]=2)[S:11][C:10]=1[C:21]([O:23]C)=[O:22])=[O:7])([CH3:4])([CH3:3])[CH3:2].[OH-].[Na+]>C1COCC1.CO>[C:1]([O:5][C:6]([N:8]([C:25]([O:27][C:28]([CH3:31])([CH3:30])[CH3:29])=[O:26])[C:9]1[CH:13]=[C:12]([C:14]2[CH:19]=[CH:18][C:17]([Cl:20])=[CH:16][CH:15]=2)[S:11][C:10]=1[C:21]([OH:23])=[O:22])=[O:7])([CH3:4])([CH3:3])[CH3:2] |f:1.2,3.4|. Procedure: To a solution of methyl 3-(bis(tert-butoxycarbonyl)amino)-5-(4-chlorophenyl)thiophene-2-carboxylate a (0.135 g, 0.29 mmol) in 1:1 THF/MeOH (2 mL) at rt was added a 3 N aq NaOH (1 mL) and the resulting mixture was warmed to 65° C. for 30 min then cooled to rt and concentrated to remove the volatile solvents. The remaining aqueous portion was cooled in an ice bath and 1 N aq HCl was added until pH ˜2 was reached. The slurry was stirred for 1 h then collected the resulting solid by vacuum filtratio... Reactants: [Cl-].[Na+] (sodium chloride), SC1=NC=CC=N1 (2-mercaptopyrimidine), 1.4, FC1=CC=C(C=C1)[N+](=O)[O-] (1-fluoro-4-nitrobenzene), [OH-].[K+] (potassium hydroxide). Solvent: O (water), CS(=O)C (dimethylsulfoxide). Reaction conditions: time 30 minute. Product: [N+](=O)([O-])C1=CC=C(C=C1)SC1=NC=CC=N1 (2-[(4-Nitrophenyl)thio]pyrimidine). Yield: 43.0%. Reaction SMILES: [SH:1][C:2]1[N:7]=[CH:6][CH:5]=[CH:4][N:3]=1.F[C:9]1[CH:14]=[CH:13][C:12]([N+:15]([O-:17])=[O:16])=[CH:11][CH:10]=1.[OH-].[K+].[Cl-].[Na+]>O.CS(C)=O>[N+:15]([C:12]1[CH:13]=[CH:14][C:9]([S:1][C:2]2[N:7]=[CH:6][CH:5]=[CH:4][N:3]=2)=[CH:10][CH:11]=1)([O-:17])=[O:16] |f:2.3,4.5|. Procedure: A mixture of 1.12 g (10 mmoles) of 2-mercaptopyrimidine, 1.4 (10 mmoles) of 1-fluoro-4-nitrobenzene, 0.5 of potassium hydroxide and 10 ml of dimethylsulfoxide were heated at 120°-130° C. for 6 hours and then cooled. After pouring into a mixture of ice, water and sodium chloride the mixture was allowed to stand for 30 minutes and then filtered. The solid was washed with water, air dried and chromatographed on silica gel using ethyl acetate/hexane (1:1 by volume) as the eluent. The fractions conta... The reactants are CC=CC(=O)O, O=C([O-])[O-], COc1ccc(CCl)cc1, CCOC(C)=O, CN(C)C=O, [K+], [K+], O. Product: CC=CC(=O)OCc1ccc(OC)cc1. As a reaction SMILES: [C:1]([CH:2]=[CH:3][CH3:4])(=[O:5])[OH:6].[C:7](=[O:8])([O-:9])[O-:10].[CH3:13][O:14][c:15]1[cH:16][cH:17][c:18]([CH2:19][Cl:20])[cH:21][cH:22]1.[CH3:23][CH2:24][O:25][C:26](=[O:27])[CH3:28].[CH3:29][N:30]([CH3:31])[CH:32]=[O:33].[K+:11].[K+:12].[OH2:34]>>[C:1]([CH:2]=[CH:3][CH3:4])(=[O:5])[O:6][CH2:19][c:18]1[cH:17][cH:16][c:15]([O:14][CH3:13])[cH:22][cH:21]1. The reactants are NC=1C=C2C=CN(C2=CC1)C1=CC=C(C(=O)O)C=C1 (4-(5-amino-1H-indol-1-yl)benzoic acid), NCC=1NC2=CC=CC=C2C1 (2-aminomethylindole), OCCN1C=CC2=CC(=CC=C12)C(=O)O (1-(2-hydroxyethyl)-1H-indole-5-carboxylic acid). Product: N1C(=CC2=CC=CC=C12)CNC(=O)C1=CC=C(C=C1)N1C=CC2=CC(=CC=C12)NC(=O)C=1C=C2C=CN(C2=CC1)CCO (N-(1-(4-(((1H-Indol-2-yl)methyl)carbamoyl)phenyl)-1H-indol-5-yl)-1-(2-hydroxyethyl)-1H-indole-5-carboxamide). Reaction SMILES: [NH2:1][C:2]1[CH:3]=[C:4]2[C:8](=[CH:9][CH:10]=1)[N:7]([C:11]1[CH:19]=[CH:18][C:14]([C:15]([OH:17])=O)=[CH:13][CH:12]=1)[CH:6]=[CH:5]2.[NH2:20][CH2:21][C:22]1[NH:23][C:24]2[C:29]([CH:30]=1)=[CH:28][CH:27]=[CH:26][CH:25]=2.[OH:31][CH2:32][CH2:33][N:34]1[C:42]2[C:37](=[CH:38][C:39]([C:43](O)=[O:44])=[CH:40][CH:41]=2)[CH:36]=[CH:35]1>>[NH:23]1[C:24]2[C:29](=[CH:28][CH:27]=[CH:26][CH:25]=2)[CH:30]=[C:22]1[CH2:21][NH:20][C:15]([C:14]1[CH:18]=[CH:19][C:11]([N:7]2[C:8]3[C:4](=[CH:3][C:2]([NH:1][C:43]([C:39]4[CH:38]=[C:37]5[C:42](=[CH:41][CH:40]=4)[N:34]([CH2:33][CH2:32][OH:31])[CH:35]=[CH:36]5)=[O:44])=[CH:10][CH:9]=3)[CH:5]=[CH:6]2)=[CH:12][CH:13]=1)=[O:17]. Procedure details: Compound 963 was prepared according to the procedure described in Scheme IV from 4-(5-amino-1H-indol-1-yl)benzoic acid, 2-aminomethylindole, and 1-(2-hydroxyethyl)-1H-indole-5-carboxylic acid. 1H NMR (500 MHz, DMSO-d6) δ 10.14 (s, 1H), 9.42 (s, 1H), 8.31 (dd, J=1.0, 5.5 Hz, 2H), 8.14 (d, J=8.5 Hz, 2H), 8.06 (t, J=5.5 Hz, 1H), 7.87 (dd, J=1.5, 9 Hz, 1H), 7.74 (d, J=8 Hz, 1H), 7.66 (d, J=9 Hz, 2H), 7.62 (d, J=2 Hz, 1H), 7.61 (s, 1H), 7.57 (d, J=3 Hz, 1H), 7.55 (d, J=9 Hz, 1H), 7.37 (d, J=2.5 Hz, 1...